Dataset: the Open Reaction Database (ORD), a public repository of structured organic reaction records. Task: describe an organic reaction: reactants, conditions, products, and yield Reactants: C(C)(C)(C)N=NC1(CCCCC1)N=C=S (1-t-butylazo-1-isothiocyanatocyclohexane), C(C=C)N (allylamine). Reported procedure: To 9.6 grams (.0416 moles) of 1-t-butylazo-1-isothiocyanatocyclohexane cooled to 10° C. and stirred with a magnetic stirrer in a 50 ml erlenmeyer flask was added 2.37 grams (.0416 moles) of allylamine. The reaction mixture became viscous, was diluted with pentane and stirred for 24 hours at room temperature. The pentane was stripped from the reaction mixture to leave an orange liquid weighing 11.3 grams (94% crude yield). The infrared spectrum of the product had a strong band at 1525 cm-1 and a ... As a reaction SMILES: [C:1]([N:5]=[N:6][C:7]1([N:13]=[C:14]=[S:15])[CH2:12][CH2:11][CH2:10][CH2:9][CH2:8]1)([CH3:4])([CH3:3])[CH3:2].[CH2:16]([NH2:19])[CH:17]=[CH2:18]>CCCCC>[C:1]([N:5]=[N:6][C:7]1([NH:13][C:14]([NH:19][CH2:16][CH:17]=[CH2:18])=[S:15])[CH2:8][CH2:9][CH2:10][CH2:11][CH2:12]1)([CH3:4])([CH3:2])[CH3:3]. The solvent is CCCCC (pentane), CCCCC (pentane). The product is C(C)(C)(C)N=NC1(CCCCC1)NC(=S)NCC=C (N-[1-(t-Butylazo)cyclohexyl]-N'-allylthiourea). Starting materials: CC(=O)O, CCC(CC)Nc1cc(C)nc(Oc2c(C)cc(Cl)cc2C)c1[N+](=O)[O-], [Fe], O. Product: CCC(CC)Nc1cc(C)nc(Oc2c(C)cc(Cl)cc2C)c1N. As a reaction SMILES: [C:27]([OH:28])(=[O:29])[CH3:30].[Cl:1][c:2]1[cH:3][c:4]([CH3:26])[c:5]([O:6][c:7]2[n:8][c:9]([CH3:22])[cH:10][c:11]([NH:16][CH:17]([CH2:18][CH3:19])[CH2:20][CH3:21])[c:12]2[N+:13]([O-:14])=[O:15])[c:23]([CH3:25])[cH:24]1.[Fe:31].[OH2:32]>>[Cl:1][c:2]1[cH:3][c:4]([CH3:26])[c:5]([O:6][c:7]2[n:8][c:9]([CH3:22])[cH:10][c:11]([NH:16][CH:17]([CH2:18][CH3:19])[CH2:20][CH3:21])[c:12]2[NH2:13])[c:23]([CH3:25])[cH:24]1. Conditions: time 10 minute. Yields the product OC1=C2CCC(CC2=CC=C1)=O (5-Hydroxy-3,4-dihydro-2(1H)-naphthalenone). Reaction SMILES: C[O:2][C:3]1[CH:4]=[C:5]2[C:10](=[CH:11][CH:12]=1)[C:9]([OH:13])=[CH:8][CH:7]=[CH:6]2.N.[Li]>C(O)C>[OH:13][C:9]1[CH:8]=[CH:7][CH:6]=[C:5]2[C:10]=1[CH2:11][CH2:12][C:3](=[O:2])[CH2:4]2 |^1:14|. Solvent: C(C)O (ethanol). Reported procedure: To a stirred slurry of 8.0 g. (0.048 mole) of 6-methoxy-1-naphthol and 200 ml. of liquid ammonia held below the reflux temperature by external cooling there is added 1.05 g. (0.15 g. - atom) of lithium ribbon over 25 minutes. After a further 10 minutes at this temperature, 20 ml. of ethanol is added over 30 minutes. As the blue color fades, the ammonia is evaporated and the residue stirred overnight under nitrogen wth 50 ml. of water, 50 ml. of tetrahydrofuran and 35 ml. of conc. hydrochloric ac... Starting materials: COC=1C=C2C=CC=C(C2=CC1)O (6-methoxy-1-naphthol), ketone, N (ammonia), [Li] (lithium). The product is N#CC(=NO)c1ccccc1Oc1ccccc1. Reactants: Cc1ccccc1, Cl, [K+], CCCCON=O, N#CCc1ccccc1Oc1ccccc1, [OH-], O. Reaction SMILES: [CH3:28][c:29]1[cH:30][cH:31][cH:32][cH:33][cH:34]1.[ClH:26].[K+:2].[N:3](=[O:4])[O:5][CH2:6][CH2:7][CH2:8][CH3:9].[O:10]([c:11]1[cH:12][cH:13][cH:14][cH:15][cH:16]1)[c:17]1[c:18]([CH2:19][C:20]#[N:21])[cH:22][cH:23][cH:24][cH:25]1.[OH-:1].[OH2:27]>>[N:3]([OH:4])=[C:19]([c:18]1[c:17]([O:10][c:11]2[cH:12][cH:13][cH:14][cH:15][cH:16]2)[cH:25][cH:24][cH:23][cH:22]1)[C:20]#[N:21]. Starting materials: O.NN (Hydrazine monohydrate), COC(C(=O)NC1=CC=C(O[C@H]2CC[C@H](CC2)C(=O)OCC)C=C1)=O (ethyl cis-4-(4-{[methoxy(oxo)acetyl]amino}phenoxy)cyclohexanecarboxylate). Solvent: CCO (EtOH). Run at temperature 70 celsius, time 1 hour. Product: N(N)C(C(=O)NC1=CC=C(O[C@H]2CC[C@H](CC2)C(=O)OCC)C=C1)=O (Ethyl cis-4-(4-{[hydrazino(oxo)acetyl]amino}phenoxy)cyclohexanecarboxylate). The yield is 94.6%. RXN SMILES: O.[NH2:2][NH2:3].C[O:5][C:6](=O)[C:7]([NH:9][C:10]1[CH:27]=[CH:26][C:13]([O:14][C@@H:15]2[CH2:20][CH2:19][C@H:18]([C:21]([O:23][CH2:24][CH3:25])=[O:22])[CH2:17][CH2:16]2)=[CH:12][CH:11]=1)=[O:8]>CCO>[NH:2]([C:6](=[O:5])[C:7]([NH:9][C:10]1[CH:27]=[CH:26][C:13]([O:14][C@@H:15]2[CH2:20][CH2:19][C@H:18]([C:21]([O:23][CH2:24][CH3:25])=[O:22])[CH2:17][CH2:16]2)=[CH:12][CH:11]=1)=[O:8])[NH2:3] |f:0.1|. Reported procedure: Hydrazine monohydrate (2.29 mL, 47.1 mmol) was added in one portion to a stirred solution of ethyl cis-4-(4-{[methoxy(oxo)acetyl]amino}phenoxy)cyclohexanecarboxylate (8.23 g, 23.6 mmol) in EtOH (200 mL) and the reaction mixture was stirred at 70° C. for 1 h. After cooling to ambient temperature the mixture was filtered and washed with ether (200 mL) to leave the title compound (Intermediate 1) as a white solid (7.80 g, 95%) that was used with no further purification.